Task: describe an organic reaction: reactants, conditions, products, and yield. Dataset: the Open Reaction Database (ORD), a public repository of structured organic reaction records The reactants are ClC1=CC=C(CNC(=O)C=2C(C3=C(N(C2)C)C(=C(S3)CCl)C)=O)C=C1 (N-(4-chlorobenzyl)-2-(chloromethyl)-3,4-dimethyl-7-oxo-4,7-dihydrothieno[3,2-b]pyridine-6-carboxamide), Cl.Cl.CNCC(O)C1=CC=C(C=C1)N1CCOCC1 (2-(methylamino)-1-(4-morpholin-4-ylphenyl)ethanol dihydrochloride), C(C)(C)N(CC)C(C)C (diisopropylethylamine). Solvent: CN(C)C=O (DMF), O (water). Reaction conditions: time 48 hour. The product is ClC1=CC=C(CNC(=O)C=2C(C3=C(N(C2)C)C(=C(S3)CN(C)CC(C3=CC=C(C=C3)N3CCOCC3)O)C)=O)C=C1 (N-(4-chlorobenzyl)-2-{[[2-hydroxy-2-(4-morpholin-4-ylphenyl)ethyl](methyl)amino]methyl}-3,4-dimethyl-7-oxo-4,7-dihydrothieno[3,2-b]pyridine-6-carboxamide). The yield is 51.1%. RXN SMILES: [Cl:1][C:2]1[CH:25]=[CH:24][C:5]([CH2:6][NH:7][C:8]([C:10]2[C:11](=[O:23])[C:12]3[S:19][C:18]([CH2:20]Cl)=[C:17]([CH3:22])[C:13]=3[N:14]([CH3:16])[CH:15]=2)=[O:9])=[CH:4][CH:3]=1.Cl.Cl.[CH3:28][NH:29][CH2:30][CH:31]([C:33]1[CH:38]=[CH:37][C:36]([N:39]2[CH2:44][CH2:43][O:42][CH2:41][CH2:40]2)=[CH:35][CH:34]=1)[OH:32].C(N(C(C)C)CC)(C)C>CN(C=O)C.O>[Cl:1][C:2]1[CH:3]=[CH:4][C:5]([CH2:6][NH:7][C:8]([C:10]2[C:11](=[O:23])[C:12]3[S:19][C:18]([CH2:20][N:29]([CH2:30][CH:31]([OH:32])[C:33]4[CH:34]=[CH:35][C:36]([N:39]5[CH2:40][CH2:41][O:42][CH2:43][CH2:44]5)=[CH:37][CH:38]=4)[CH3:28])=[C:17]([CH3:22])[C:13]=3[N:14]([CH3:16])[CH:15]=2)=[O:9])=[CH:24][CH:25]=1 |f:1.2.3|. Procedure: A mixture of N-(4-chlorobenzyl)-2-(chloromethyl)-3,4-dimethyl-7-oxo-4,7-dihydrothieno[3,2-b]pyridine-6-carboxamide (100 mg, 0.25 mmol), 2-(methylamino)-1-(4-morpholin-4-ylphenyl)ethanol dihydrochloride (Preparation 89) (118 mg, 0.38 mmol) and diisopropylethylamine (180 μL, 1.0 mmol) in dry DMF (5.0 mL) was stirred for 48 hours at room temperature. The solution was diluted with water (10 mL). The resulting milky suspension was stirred vigorously for 30 minutes, and then left standing overnight at... As a reaction SMILES: [N+]([C:4]1[CH:9]=[CH:8][CH:7]=[CH:6][C:5]=1[N+:10]([O-:12])=[O:11])([O-])=O.[CH3:13][P:14]([O:18]CC)[O:15][CH2:16][CH3:17]>C(#N)C>[CH3:13][P:14]([C:4]1[CH:9]=[CH:8][CH:7]=[CH:6][C:5]=1[N+:10]([O-:12])=[O:11])(=[O:18])[O:15][CH2:16][CH3:17]. Yields the product CP(OCC)(=O)C1=C(C=CC=C1)[N+](=O)[O-] (ethyl P-methyl-2-nitrophenyl-phosphinate). Procedure: A mixture of 1,2-dinitrobenzene (2.48 mmol), diethyl methylphosphonite (3.72 mmol) and acetonitrile (3 ml) is stirred at RT overnight. The reaction is concentrated to dryness, and the residue is purified by preparative thin layer chromatography (TLC) to yield ethyl P-methyl-2-nitrophenyl-phosphinate. The solvent is C(C)#N (acetonitrile). Starting materials: [N+](=O)([O-])C1=C(C=CC=C1)[N+](=O)[O-] (1,2-dinitrobenzene), CP(OCC)OCC (diethyl methylphosphonite). Run at time 8 hour. Reactants: O1CCN(CC1)C1=CCCCC1=NO (1-morpholino-6-oximino-cyclohex-1-ene), C(C)O (ethanol), O.NN (hydrazine hydrate). Run in CC(=O)C (acetone). Conditions: time 20 hour. Yields the product CC1(NN=C2C(=[N+]1[O-])CCCC2)C (3,3-Dimethyl-2,3,5,6,7,8,-hexahydro-1,2,4-benzo-triazine-4-oxide). Reaction SMILES: O1[CH2:6][CH2:5][N:4]([C:7]2[C:12](=NO)[CH2:11][CH2:10][CH2:9][CH:8]=2)CC1.[CH2:15](O)C.[OH2:18].[NH2:19][NH2:20]>CC(C)=O>[CH3:6][C:5]1([CH3:15])[N+:4]([O-:18])=[C:7]2[CH2:12][CH2:11][CH2:10][CH2:9][C:8]2=[N:20][NH:19]1 |f:2.3|. Procedure details: 78.4 parts of 1-morpholino-6-oximino-cyclohex-1-ene in 400 parts of ethanol are heated with 20 parts of hydrazine hydrate for 2 hours under reflux and 46.4 parts of acetone are added. The reaction mixture is kept for 20 hours at 78° C. After cooling and filtering the mixture, 42 parts of 3,3-dimethyl-2,3,5,6,7,8,-hexahydro-1,2,4-benzo-triazine-4-oxide of melting point 119° C. (after recrystallization from acetone) are obtained; yield, 58% of theory. Reactants: [H-].[Na+] (sodium hydride), CI (methyl iodide), O=C1C(C(N(C2=C(N1CC(=O)N(C1=CC=CC=C1)C(C)C)C=CC=C2)C2=CC=CC=C2)=O)CC2=NOC(=N2)C2=CC=CC=C2 (2-[2,4-Dioxo-5-phenyl-3-(5-phenyl-[1,2,4]oxadiazol-3-ylmethyl)-2,3,4,5-tetrahydro-benzo[b][1,4]diazepin-1-yl]-N-isopropyl-N-phenyl acetamide), Intermediate 40. Run in CN(C)C=O (DMF). Reaction conditions: time 5 minute. Product: C(C)(C)N(C(CN1C2=C(N(C(C(C1=O)(CC1=NOC(=N1)C1=CC=CC=C1)C)=O)C1=CC=CC=C1)C=CC=C2)=O)C2=CC=CC=C2 (N-Isopropyl-2-[3-methyl-2,4-dioxo-5-phenyl-3-(5-phenyl-[1,2,4]oxadiazol-3-ylmethyl)-2,3,4,5-tetrahydro-benzo[b][1,4]diazepin-1-yl]-N-phenyl acetamide). Yield: 53.1%. RXN SMILES: [O:1]=[C:2]1[N:8]([CH2:9][C:10]([N:12]([CH:19]([CH3:21])[CH3:20])[C:13]2[CH:18]=[CH:17][CH:16]=[CH:15][CH:14]=2)=[O:11])[C:7]2[CH:22]=[CH:23][CH:24]=[CH:25][C:6]=2[N:5]([C:26]2[CH:31]=[CH:30][CH:29]=[CH:28][CH:27]=2)[C:4](=[O:32])[CH:3]1[CH2:33][C:34]1[N:38]=[C:37]([C:39]2[CH:44]=[CH:43][CH:42]=[CH:41][CH:40]=2)[O:36][N:35]=1.[H-].[Na+].[CH3:47]I>CN(C=O)C>[CH:19]([N:12]([C:13]1[CH:18]=[CH:17][CH:16]=[CH:15][CH:14]=1)[C:10](=[O:11])[CH2:9][N:8]1[C:2](=[O:1])[C:3]([CH3:47])([CH2:33][C:34]2[N:38]=[C:37]([C:39]3[CH:40]=[CH:41][CH:42]=[CH:43][CH:44]=3)[O:36][N:35]=2)[C:4](=[O:32])[N:5]([C:26]2[CH:27]=[CH:28][CH:29]=[CH:30][CH:31]=2)[C:6]2[CH:25]=[CH:24][CH:23]=[CH:22][C:7]1=2)([CH3:20])[CH3:21] |f:1.2|. Procedure: To a stirring solution of 65 mg (0.11 mmol) of 2-[2,4-Dioxo-5-phenyl-3-(5-phenyl-[1,2,4]oxadiazol-3-ylmethyl)-2,3,4,5-tetrahydro-benzo[b][1,4]diazepin-1-yl]-N-isopropyl-N-phenyl acetamide, prepared as in Intermediate 40, in 2 mL of DMF at 0° C. is added 8 mg (0.17 mmol, 1.5 equiv) of sodium hydride (60% dispersion in mineral oil). The resulting solution is stirred 5 min, then 10 mL (0.17 mmol, 1.5 equiv) of methyl iodide is added. The reaction mixture is stirred 30 min at 0° C. then 3 h at RT an...